From a dataset of the Open Reaction Database (ORD), a public repository of structured organic reaction records. describe an organic reaction: reactants, conditions, products, and yield Starting materials: FC=1C=C(C=CC1F)[C@@H]1N(C(OC1)=O)C1=NC=2N(C=C1)N=CC2C2=CC(=C(C=C2)C2=NN(C=N2)COCC[Si](C)(C)C)F ((S)-4-(3,4-difluorophenyl)-3-(3-(3-fluoro-4-(1-((2-(trimethylsilyl)ethoxy)methyl)-1H-1,2,4-triazol-3-yl)phenyl)pyrazolo[1,5-a]pyrimidin-5-yl)oxazolidin-2-one), FC=1C=C(C=CC1F)[C@@H]1N(C(OC1)=O)C1=NC=2N(C=C1)N=CC2C2=CC(=C(C=C2)C2=NC=NN2COCC[Si](C)(C)C)F ((S)-4-(3,4-difluorophenyl)-3-(3-(3-fluoro-4-(1-((2-(trimethylsilyl)ethoxy)methyl)-1H-1,2,4-triazol-5-yl)phenyl)pyrazolo[1,5-a]pyrimidin-5-yl)oxazolidin-2-one). Yields the product FC=1C=C(C=CC1F)[C@@H]1N(C(OC1)=O)C1=NC=2N(C=C1)N=CC2C2=CC(=C(C=C2)C2=NNC=N2)F ((S)-4-(3,4-difluorophenyl)-3-(3-(3-fluoro-4-(1H-1,2,4-triazol-3-yl)phenyl)pyrazolo[1,5-a]pyrimidin-5-yl)oxazolidin-2-one). Yield: 73.0%. Reaction SMILES: [F:1][C:2]1[CH:3]=[C:4]([C@H:9]2[CH2:13][O:12][C:11](=[O:14])[N:10]2[C:15]2[CH:20]=[CH:19][N:18]3[N:21]=[CH:22][C:23]([C:24]4[CH:29]=[CH:28][C:27]([C:30]5[N:34]=[CH:33][N:32](COCC[Si](C)(C)C)[N:31]=5)=[C:26]([F:43])[CH:25]=4)=[C:17]3[N:16]=2)[CH:5]=[CH:6][C:7]=1[F:8].FC1C=C([C@H]2COC(=O)N2C2C=CN3N=CC(C4C=CC(C5N(COCC[Si](C)(C)C)N=CN=5)=C(F)C=4)=C3N=2)C=CC=1F>>[F:1][C:2]1[CH:3]=[C:4]([C@H:9]2[CH2:13][O:12][C:11](=[O:14])[N:10]2[C:15]2[CH:20]=[CH:19][N:18]3[N:21]=[CH:22][C:23]([C:24]4[CH:29]=[CH:28][C:27]([C:30]5[N:34]=[CH:33][NH:32][N:31]=5)=[C:26]([F:43])[CH:25]=4)=[C:17]3[N:16]=2)[CH:5]=[CH:6][C:7]=1[F:8]. Procedure details: (S)-4-(3,4-difluorophenyl)-3-(3-(3-fluoro-4-(1H-1,2,4-triazol-3-yl)phenyl)pyrazolo[1,5-a]pyrimidin-5-yl)oxazolidin-2-one (30 mg, 73%) was prepared by the procedure described in Example 1, Step 9, using a mixture of (S)-4-(3,4-difluorophenyl)-3-(3-(3-fluoro-4-(1-((2-(trimethylsilyl)ethoxy)methyl)-1H-1,2,4-triazol-3-yl)phenyl)pyrazolo[1,5-a]pyrimidin-5-yl)oxazolidin-2-one and (S)-4-(3,4-difluorophenyl)-3-(3-(3-fluoro-4-(1-((2-(trimethylsilyl)ethoxy)methyl)-1H-1,2,4-triazol-5-yl)phenyl)pyrazolo[1,5... The reactants are ClCCl (Dichloromethane), CS(=O)C (DMSO), ClCCl (dichloromethane), C(C(=O)Cl)(=O)Cl (oxalyl chloride), ClCCl (dichloromethane), C(C)(C)(C)OC(=O)N1CCC(CC1)CO (4-(hydroxymethyl)piperidine-1-carboxilic acid tert-butyl ester). Solvent: C(C)N(CC)CC (triethylamine). Conditions: temperature -78 celsius, time 30 minute. Yields the product C(C)(C)(C)OC(=O)N1CCC(CC1)C=O (4-Formylpiperidine-1-carboxilic acid tert-butyl ester). RXN SMILES: ClCCl.CS(C)=O.C(Cl)(=O)C(Cl)=O.[C:14]([O:18][C:19]([N:21]1[CH2:26][CH2:25][CH:24]([CH2:27][OH:28])[CH2:23][CH2:22]1)=[O:20])([CH3:17])([CH3:16])[CH3:15]>C(N(CC)CC)C>[C:14]([O:18][C:19]([N:21]1[CH2:26][CH2:25][CH:24]([CH:27]=[O:28])[CH2:23][CH2:22]1)=[O:20])([CH3:17])([CH3:16])[CH3:15]. Procedure details: Dichloromethane solution of DMSO (2.4 mL, 33.4 mmol) was added to dichloromethane solution of oxalyl chloride (1.5 mL, 16.7 mmol) at −76° C. for 30 minutes. After stirring for 30 minutes at −78° C., dichloromethane solution (15 mL) of 4-(hydroxymethyl)piperidine-1-carboxilic acid tert-butyl ester (3.00 g, 13.9 mmol) was added at −76° C. for 30 minutes. After stirring for 30 minutes at −76° C., triethylamine (9.7 mL) was added at −76° C. for 10 minutes. The mixture was stirred at −76° C. for 15 m... Reactants: [BH4-], CC(C)(C)OC(=O)N1C(C=O)COC1(C)C, CC(C)O, Cl, [Na+], C1CCOC1, O. Yields the product CC(C)(C)OC(=O)N1C(CO)COC1(C)C. Reaction SMILES: [BH4-:17].[C:1]([CH3:2])([CH3:3])([CH3:4])[O:5][C:6](=[O:7])[N:8]1[C:9]([CH3:15])([CH3:16])[O:10][CH2:11][CH:12]1[CH:13]=[O:14].[CH:26]([OH:27])([CH3:28])[CH3:29].[ClH:19].[Na+:18].[O:21]1[CH2:22][CH2:23][CH2:24][CH2:25]1.[OH2:20]>>[C:1]([CH3:2])([CH3:3])([CH3:4])[O:5][C:6](=[O:7])[N:8]1[C:9]([CH3:15])([CH3:16])[O:10][CH2:11][CH:12]1[CH2:13][OH:14].